The task is: describe an organic reaction: reactants, conditions, products, and yield. This data is from the Open Reaction Database (ORD), a public repository of structured organic reaction records. Starting materials: ClC(=O)OCC (ethyl chloroformate), C(O)([O-])=O.[Na+] (sodium hydrogen-carbonate), NC=1C=CC2=C(C=C(O2)CCC(F)(F)F)C1 (5-amino-2-(3,3,3-trifluoropropyl)benzofuran), O1CCCC1 (tetrahydrofuran). Run in O (water), ClCCl (dichloromethane), 9/1, O (water). Yields the product C(C)OC(=O)NC=1C=CC2=C(C=C(O2)CCC(F)(F)F)C1 (5-Ethoxycarbonylamino-2-(3,3,3-trifluoropropyl)-benzofuran). Yield: 95.4%. Reaction SMILES: [NH2:1][C:2]1[CH:3]=[CH:4][C:5]2[O:9][C:8]([CH2:10][CH2:11][C:12]([F:15])([F:14])[F:13])=[CH:7][C:6]=2[CH:16]=1.O1CCCC1.Cl[C:23]([O:25][CH2:26][CH3:27])=[O:24].C(=O)([O-])O.[Na+]>O.ClCCl>[CH2:26]([O:25][C:23]([NH:1][C:2]1[CH:3]=[CH:4][C:5]2[O:9][C:8]([CH2:10][CH2:11][C:12]([F:15])([F:13])[F:14])=[CH:7][C:6]=2[CH:16]=1)=[O:24])[CH3:27] |f:3.4|. Reported procedure: A solution of 2.0 g (8.7 mmol) of 5-amino-2-(3,3,3-trifluoropropyl)benzofuran in 30 ml of a 9/1 mixture of tetrahydrofuran and water is reacted for 30 minutes with 0.92 ml (9.6 mmol) of ethyl chloroformate in the presence of 1.1 g (13 mmol) of sodium hydrogen-carbonate. The reaction medium is then diluted with water and dichloromethane, then the organic phase is separated, dried over sodium sulfate and concentrated under reduced pressure. 2.5 g of product are obtained. Reactants: C(N)(=O)C(C1=CC=CC=C1)(C1=CC=CC=C1)C1CNCC1 (3-(R,S)-(1-carbamoyl-1,1-diphenylmethyl)pyrrolidine), C1OC=2C=C(CCl)C=CC2O1 (3,4-methylenedioxybenzyl chloride), C([O-])([O-])=O.[K+].[K+] (potassium carbonate). Run in C(C)#N (acetonitrile). Reaction conditions: time 30 minute. Product: C(N)(=O)C(C1=CC=CC=C1)(C1=CC=CC=C1)C1CN(CC1)CC1=CC2=C(C=C1)OCO2 (3-(R,S)-(1-carbamoyl-1,1-diphenylmethyl)-1-(3,4-methylenedioxybenzyl)pyrrolidine). RXN SMILES: [C:1]([C:4]([CH:17]1[CH2:21][CH2:20][NH:19][CH2:18]1)([C:11]1[CH:16]=[CH:15][CH:14]=[CH:13][CH:12]=1)[C:5]1[CH:10]=[CH:9][CH:8]=[CH:7][CH:6]=1)(=[O:3])[NH2:2].[CH2:22]1[O:32][C:31]2[CH:30]=[CH:29][C:26]([CH2:27]Cl)=[CH:25][C:24]=2[O:23]1.C(=O)([O-])[O-].[K+].[K+]>C(#N)C>[C:1]([C:4]([CH:17]1[CH2:21][CH2:20][N:19]([CH2:27][C:26]2[CH:29]=[CH:30][C:31]3[O:32][CH2:22][O:23][C:24]=3[CH:25]=2)[CH2:18]1)([C:11]1[CH:12]=[CH:13][CH:14]=[CH:15][CH:16]=1)[C:5]1[CH:10]=[CH:9][CH:8]=[CH:7][CH:6]=1)(=[O:3])[NH2:2] |f:2.3.4|. Reported procedure: A mixture containing 3-(R,S)-(1-carbamoyl-1,1-diphenylmethyl)pyrrolidine (0.75 g-see Preparation 8), 3,4-methylenedioxybenzyl chloride (0.51 g-commercially available), anhydrous potassium carbonate (0.75 g) and acetonitrile (30 ml) was stirred at room temperature for 30 minutes. The mixture was partitioned between 10% aqueous potassium carbonate (20 ml) and dichloromethane (50 ml), the layers were separated and the aqueous layer extracted with dichloromethane (3×50 ml). The combined dichlorometh... The reactants are COc1ccc(-c2nc3ccc(N)cc3s2)cn1, CCCCCC, ClCCl, CS(=O)(=O)Cl, c1ccncc1. Product: COc1ccc(-c2nc3ccc(NS(C)(=O)=O)cc3s2)cn1. RXN SMILES: [CH3:12][O:13][c:14]1[cH:15][cH:16][c:17](-[c:20]2[s:21][c:22]3[c:23]([n:24]2)[cH:25][cH:26][c:27]([NH2:29])[cH:28]3)[cH:18][n:19]1.[CH3:30][CH2:31][CH2:32][CH2:33][CH2:34][CH3:35].[Cl:36][CH2:37][Cl:38].[S:1](=[O:2])(=[O:3])([CH3:4])[Cl:5].[cH:6]1[cH:7][cH:8][n:9][cH:10][cH:11]1>>[S:1](=[O:2])(=[O:3])([CH3:4])[NH:29][c:27]1[cH:26][cH:25][c:23]2[c:22]([s:21][c:20](-[c:17]3[cH:16][cH:15][c:14]([O:13][CH3:12])[n:19][cH:18]3)[n:24]2)[cH:28]1. Starting materials: [Li]CCCC (n-BuLi), CCCCCC (hexane), C1(CCCCC1)=O (Cyclohexanone), [Li]CCCC (n-BuLi), CCCCCC (hexane), CC1(NC(CCC1)(C)C)C (2,2,6,6-tetramethyl piperidine), ClC1=C(C=CC=C1)OC (2-chloroanisole). Run in C1CCOC1 (THF). Conditions: time 10 minute. The product is COC=1C=C(C=CC1)C1C(CCCC1)=O (2-(3-methoxyphenyl)-cyclohexanone). Reaction SMILES: [Li]CCCC.CCCCCC.CC1(C)CCCC(C)(C)N1.[C:22]1(=[O:28])[CH2:27][CH2:26][CH2:25][CH2:24][CH2:23]1.Cl[C:30]1[CH:35]=[CH:34][CH:33]=[CH:32][C:31]=1[O:36][CH3:37]>C1COCC1>[CH3:37][O:36][C:31]1[CH:32]=[C:33]([CH:23]2[CH2:24][CH2:25][CH2:26][CH2:27][C:22]2=[O:28])[CH:34]=[CH:35][CH:30]=1. Procedure: To 1.6 M n-BuLi in hexane (12.5 mL, 20 mmol) at 0° C. was added a solution of 2,2,6,6-tetramethyl piperidine (3.4 mL, 20 mmol) in anhydrous THF (40 mL) over 5 min. Cyclohexanone (2.1 mL, 20 mmol) was added dropwise. After stirring the reaction mixture for 10 min, a further portion of 1.6M n-BuLi in hexane (12.5 mL, 20 mmol) was added, the mixture stirred for 10 min, and 2-chloroanisole (2.5 mL, 20 mmol) was added. After stirring for 30 min under Ar, the reaction mixture was quenched with H2O (30...